Dataset: the Open Reaction Database (ORD), a public repository of structured organic reaction records. Task: describe an organic reaction: reactants, conditions, products, and yield Starting materials: N(CCC(=O)N[C@@H](CC1=CC=CC=C1)C(=O)N[C@@H](CC1=CC=CC=C1)C(=O)N[C@@H](CC1=CC=C(C=C1)O)C(=O)N)C(=O)OCC1=CC=CC=C1 (Z-β-Ala-Phe-Phe-Tyr-NH2), C1CCC(CC1)N=C=NC2CCCCC2 (DCC), N([C@@H](CCCNC(N[N+](=O)[O-])=N)C(=O)O)C(=O)OCC1=CC=CC=C1 (Z-Arg(NO2)-OH), [N+](=O)([O-])C1=C(C=CC(=C1)[N+](=O)[O-])O (2,4-dinitrophenol). The reagents and catalysts are [Pd] (Pd). Run in CN(C)C=O (DMF), O1CCCC1 (tetrahydrofuran). Conditions: time 6 hour. The product is N([C@@H](CCCNC(N[N+](=O)[O-])=N)C(=O)NCCC(=O)N[C@@H](CC1=CC=CC=C1)C(=O)N[C@@H](CC1=CC=CC=C1)C(=O)N[C@@H](CC1=CC=C(C=C1)O)C(=O)N)C(=O)OCC1=CC=CC=C1 (Z-Arg(NO2)-β-Ala-Phe-Phe-Tyr-NH2). RXN SMILES: [NH:1](C(OCC1C=CC=CC=1)=O)[CH2:2][CH2:3][C:4]([NH:6][C@H:7]([C:15]([NH:17][C@H:18]([C:26]([NH:28][C@H:29]([C:38]([NH2:40])=[O:39])[CH2:30][C:31]1[CH:36]=[CH:35][C:34]([OH:37])=[CH:33][CH:32]=1)=[O:27])[CH2:19][C:20]1[CH:25]=[CH:24][CH:23]=[CH:22][CH:21]=1)=[O:16])[CH2:8][C:9]1[CH:14]=[CH:13][CH:12]=[CH:11][CH:10]=1)=[O:5].[NH:51]([C:66]([O:68][CH2:69][C:70]1[CH:75]=[CH:74][CH:73]=[CH:72][CH:71]=1)=[O:67])[C@H:52]([C:63]([OH:65])=O)[CH2:53][CH2:54][CH2:55][NH:56][C:57](=[NH:62])[NH:58][N+:59]([O-:61])=[O:60].[N+](C1C=C([N+]([O-])=O)C=CC=1O)([O-])=O.C1CCC(N=C=NC2CCCCC2)CC1>[Pd].O1CCCC1.CN(C=O)C>[NH:51]([C:66]([O:68][CH2:69][C:70]1[CH:75]=[CH:74][CH:73]=[CH:72][CH:71]=1)=[O:67])[C@H:52]([C:63]([NH:1][CH2:2][CH2:3][C:4]([NH:6][C@H:7]([C:15]([NH:17][C@H:18]([C:26]([NH:28][C@H:29]([C:38]([NH2:40])=[O:39])[CH2:30][C:31]1[CH:32]=[CH:33][C:34]([OH:37])=[CH:35][CH:36]=1)=[O:27])[CH2:19][C:20]1[CH:25]=[CH:24][CH:23]=[CH:22][CH:21]=1)=[O:16])[CH2:8][C:9]1[CH:14]=[CH:13][CH:12]=[CH:11][CH:10]=1)=[O:5])=[O:65])[CH2:53][CH2:54][CH2:55][NH:56][C:57](=[NH:62])[NH:58][N+:59]([O-:61])=[O:60]. Procedure details: In 30 ml. of DMF was dissolved in 1.0 g. of Z-β-Ala-Phe-Phe-Tyr-NH2, and using Pd-black as a catalyst, catalytic reduction was carried out for 6 hours. The catalyst was filtered off. To the filtrate was added a solution of Z-Arg(NO2)-ODNP in tetrahydrofuran (the dinitrophenyl ester prepared from 0.52 g. of Z-Arg(NO2)-OH and 0.30 g. of 2,4-dinitrophenol in 10 ml. of tetrahydrofuran by the DCC process). The mixture was stirred for 13 hours and the solvent was distilled off. To the residue was adde... Reactants: C(C)(=O)O[BH-](OC(C)=O)OC(C)=O.[Na+] (Sodium triacetoxyborohydride), NC1=CC=CC=C1 (Aniline), C(C)(=O)O (acetic acid), ClC=1C=[N+](C=C(C1C[C@H](OC(=O)[C@@H]1SCCN1C(C1=CC(=CC=C1)C=O)=O)C1=CC(=C(C=C1)OC(F)F)OCC1CC1)Cl)[O-] (3,5-dichloro-4-((S)-2-(3-(cyclopropylmethoxy)-4-(difluoromethoxy)phenyl)-2-((S)-3-(3-formylbenzoyl)thiazolidine-2-carbonyloxy)ethyl)pyridine 1-oxide). Run in C(Cl)Cl (DCM), C(Cl)Cl (DCM). Run at time 1 hour. The product is ClC=1C=[N+](C=C(C1C[C@H](OC(=O)[C@@H]1SCCN1C(C1=CC(=CC=C1)CNC1=CC=CC=C1)=O)C1=CC(=C(C=C1)OC(F)F)OCC1CC1)Cl)[O-] (3,5-dichloro-4-((S)-2-(3-(cyclopropylmethoxy)-4-(difluoromethoxy)phenyl)-2-((S)-3-(3-((phenylamino)methyl)benzoyl)thiazolidine-2-carbonyloxy)ethyl)pyridine 1-oxide). Isolated yield 99.4%. RXN SMILES: [Cl:1][C:2]1[CH:3]=[N+:4]([O-:44])[CH:5]=[C:6]([Cl:43])[C:7]=1[CH2:8][C@@H:9]([C:28]1[CH:33]=[CH:32][C:31]([O:34][CH:35]([F:37])[F:36])=[C:30]([O:38][CH2:39][CH:40]2[CH2:42][CH2:41]2)[CH:29]=1)[O:10][C:11]([C@H:13]1[N:17]([C:18](=[O:27])[C:19]2[CH:24]=[CH:23][CH:22]=[C:21]([CH:25]=O)[CH:20]=2)[CH2:16][CH2:15][S:14]1)=[O:12].[NH2:45][C:46]1[CH:51]=[CH:50][CH:49]=[CH:48][CH:47]=1.C(O)(=O)C.C(O[BH-](OC(=O)C)OC(=O)C)(=O)C.[Na+]>C(Cl)Cl>[Cl:1][C:2]1[CH:3]=[N+:4]([O-:44])[CH:5]=[C:6]([Cl:43])[C:7]=1[CH2:8][C@@H:9]([C:28]1[CH:33]=[CH:32][C:31]([O:34][CH:35]([F:37])[F:36])=[C:30]([O:38][CH2:39][CH:40]2[CH2:42][CH2:41]2)[CH:29]=1)[O:10][C:11]([C@H:13]1[N:17]([C:18](=[O:27])[C:19]2[CH:24]=[CH:23][CH:22]=[C:21]([CH2:25][NH:45][C:46]3[CH:51]=[CH:50][CH:49]=[CH:48][CH:47]=3)[CH:20]=2)[CH2:16][CH2:15][S:14]1)=[O:12] |f:3.4|. Reported procedure: 3,5-dichloro-4-((S)-2-(3-(cyclopropylmethoxy)-4-(difluoromethoxy)phenyl)-2-((S)-3-(3-formylbenzoyl)thiazolidine-2-carbonyloxy)ethyl)pyridine 1-oxide (108 mg, 0.162 mmol) was dissolved in DCM (2 ml). Aniline (18.08 mg, 0.194 mmol) and acetic acid (9.26 μL, 0.162 mmol) were added, and the mixture was stirred at RT for 1 hour. Sodium triacetoxyborohydride (51.4 mg, 0.243 mmol) was added, and the mixture was stirred at RT overnight to achieve completion. The reaction mixture was diluted with DCM and... The reactants are COc1cc(C(O[Si](C)(C)C(C)(C)C)C(CCCc2ccccc2)Cn2cc(CCl)cn2)cc(OC)c1C, CS(C)=O, N#C[Na], O. The product is COc1cc(C(O[Si](C)(C)C(C)(C)C)C(CCCc2ccccc2)Cn2cc(CC#N)cn2)cc(OC)c1C. Reaction SMILES: [C:5]([CH3:6])([CH3:7])([CH3:8])[Si:9]([O:10][CH:11]([CH:12]([CH2:13][n:14]1[n:15][cH:16][c:17]([CH2:19][Cl:20])[cH:18]1)[CH2:21][CH2:22][CH2:23][c:24]1[cH:25][cH:26][cH:27][cH:28][cH:29]1)[c:30]1[cH:31][c:32]([O:39][CH3:40])[c:33]([CH3:38])[c:34]([O:36][CH3:37])[cH:35]1)([CH3:41])[CH3:42].[CH3:1][S:2]([CH3:3])=[O:4].[Na:43][C:44]#[N:45].[OH2:46]>>[C:5]([CH3:6])([CH3:7])([CH3:8])[Si:9]([O:10][CH:11]([CH:12]([CH2:13][n:14]1[n:15][cH:16][c:17]([CH2:19][C:44]#[N:45])[cH:18]1)[CH2:21][CH2:22][CH2:23][c:24]1[cH:25][cH:26][cH:27][cH:28][cH:29]1)[c:30]1[cH:31][c:32]([O:39][CH3:40])[c:33]([CH3:38])[c:34]([O:36][CH3:37])[cH:35]1)([CH3:41])[CH3:42]. Starting materials: CC(C)O, CCC(N)C1(C(F)(F)F)CCC(Oc2cc3ccnc(OC)c3cc2Cl)CC1, Cl, O. Product: CCC(N)C1(C(F)(F)F)CCC(Oc2cc3cc[nH]c(=O)c3cc2Cl)CC1. RXN SMILES: [CH3:29][CH:30]([OH:31])[CH3:32].[Cl:1][c:2]1[c:3]([O:14][CH:15]2[CH2:16][CH2:17][C:18]([C:21]([F:22])([F:23])[F:24])([CH:25]([CH2:26][CH3:27])[NH2:28])[CH2:19][CH2:20]2)[cH:4][c:5]2[cH:6][cH:7][n:8][c:9]([O:12][CH3:13])[c:10]2[cH:11]1.[ClH:33].[OH2:34]>>[Cl:1][c:2]1[c:3]([O:14][CH:15]2[CH2:16][CH2:17][C:18]([C:21]([F:22])([F:23])[F:24])([CH:25]([CH2:26][CH3:27])[NH2:28])[CH2:19][CH2:20]2)[cH:4][c:5]2[cH:6][cH:7][nH:8][c:9](=[O:12])[c:10]2[cH:11]1. The reactants are CCOC(C)=O, CC(=O)O, ClCCl, COc1cccc2c1nc(C(F)F)n2-c1nc(Nc2cccnc2)nc(N2CCOCC2)n1, [H-], CI, N, [Na+], CN(C)C=O, O. Reaction SMILES: [CH3:48][CH2:49][O:50][C:51]([CH3:52])=[O:53].[CH3:54][C:55](=[O:56])[OH:57].[Cl:45][CH2:46][Cl:47].[F:1][CH:2]([c:3]1[n:4][c:5]2[c:6]([n:7]1-[c:8]1[n:9][c:10]([NH:20][c:21]3[cH:22][n:23][cH:24][cH:25][cH:26]3)[n:11][c:12]([N:14]3[CH2:15][CH2:16][O:17][CH2:18][CH2:19]3)[n:13]1)[cH:27][cH:28][cH:29][c:30]2[O:31][CH3:32])[F:33].[H-:35].[I:36][CH3:37].[NH3:38].[Na+:34].[O:39]=[CH:40][N:41]([CH3:42])[CH3:43].[OH2:44]>>[F:1][CH:2]([c:3]1[n:4][c:5]2[c:6]([n:7]1-[c:8]1[n:9][c:10]([N:20]([c:21]3[cH:22][n:23][cH:24][cH:25][cH:26]3)[CH3:37])[n:11][c:12]([N:14]3[CH2:15][CH2:16][O:17][CH2:18][CH2:19]3)[n:13]1)[cH:27][cH:28][cH:29][c:30]2[O:31][CH3:32])[F:33]. Yields the product COc1cccc2c1nc(C(F)F)n2-c1nc(N2CCOCC2)nc(N(C)c2cccnc2)n1. Yield: 76.2%. Solvent: CO (methanol). Procedure details: Sodium borohydride (850 mg) was added slowly to a suspension of 2-hydroxy-3-(o-tolylthio)benzaldehyde (11 g) in methanol (50 ml) at temperature below 15° C., and the mixture was stirred at the same temperature for 15 minutes and then at room temperature for 30 minutes. Methanol was distilled off from the reaction mixture under reduced pressure, and the residue was dissolved in water, acidified with conc. hydrochloric acid and extracted with ethyl acetate. The extract was washed with water, dried... Reaction conditions: time 15 minute. Reaction SMILES: [BH4-].[Na+].[OH:3][C:4]1[C:11]([S:12][C:13]2[CH:18]=[CH:17][CH:16]=[CH:15][C:14]=2[CH3:19])=[CH:10][CH:9]=[CH:8][C:5]=1[CH:6]=[O:7]>CO>[OH:3][C:4]1[C:11]([S:12][C:13]2[CH:18]=[CH:17][CH:16]=[CH:15][C:14]=2[CH3:19])=[CH:10][CH:9]=[CH:8][C:5]=1[CH2:6][OH:7] |f:0.1|. Yields the product OC1=C(CO)C=CC=C1SC1=C(C=CC=C1)C (2-hydroxy-3-(o-tolylthio)benzyl alcohol). Starting materials: [BH4-].[Na+] (Sodium borohydride), OC1=C(C=O)C=CC=C1SC1=C(C=CC=C1)C (2-hydroxy-3-(o-tolylthio)benzaldehyde). The reactants are [N+](=O)([O-])C1=CC=CC=C1 (nitrobenzene), ClC1=CC=C(C=C1)OC (p-chloroanisole), [Al+3].[Cl-].[Cl-].[Cl-] (AlCl3), C(C(Cl)Cl)(Cl)Cl (sym-tetrachloroethane), C1(CCC(=O)O1)=O (succinic anhydride), Cl (hydrochloric acid). Conditions: temperature 5 celsius. Yields the product ClC=1C=CC(=C(C(=O)CCC(=O)O)C1)O (3-(5-chloro-2-hydroxybenzoyl) propionic acid). Reaction SMILES: [N+](C1C=CC=CC=1)([O-])=O.C(Cl)(Cl)C(Cl)Cl.[C:16]1(=[O:22])[O:21][C:19](=[O:20])[CH2:18][CH2:17]1.[Cl:23][C:24]1[CH:29]=[CH:28][C:27]([O:30]C)=[CH:26][CH:25]=1.[Al+3].[Cl-].[Cl-].[Cl-].Cl>>[Cl:23][C:24]1[CH:25]=[CH:26][C:27]([OH:30])=[C:28]([CH:29]=1)[C:19]([CH2:18][CH2:17][C:16]([OH:21])=[O:22])=[O:20] |f:4.5.6.7|. Reported procedure: A dry flask was charged with 650 ml. each of nitrobenzene and sym-tetrachloroethane, 104 g. (1.04 moles) succinic anhydride and 130 g. (0.913 mole) p-chloroanisole. The mixture was stirred at 5° C and 276 g. (2.07 moles) of anhydrous AlCl3 was added portionwise over a 90 minute period such that the temperature did not exceed 10° C. The resulting mixture was stirred under nitrogen for 5 days at 7° C and then poured into a mixture of 1 kg. of ice and 176 ml. concentrated hydrochloric acid. The thu... The reactants are C(C)C1=CC(=C(NC1=O)C)C=1C=NC=C(C1)C(=O)O (5′-ethyl-2′-methyl-6′-oxo-1′,6′-dihydro-[3,3′]bipyridinyl-5-carboxylic acid), C(C)(C)(C)C1=CC(=NO1)N ((5-tert-butyl-isoxazol-3-yl)-amine). Yields the product C(C)(C)(C)C1=CC(=NO1)NC(=O)C=1C=C(C=NC1)C1=C(NC(C(=C1)CC)=O)C (5′-Ethyl-2′-methyl-6′-oxo-1′,6′-dihydro-[3,3′]bipyridinyl-5-carboxylic acid (5-tert-butyl-isoxazol-3-yl)-amide). RXN SMILES: [CH2:1]([C:3]1[C:8](=[O:9])[NH:7][C:6]([CH3:10])=[C:5]([C:11]2[CH:12]=[N:13][CH:14]=[C:15]([C:17]([OH:19])=O)[CH:16]=2)[CH:4]=1)[CH3:2].[C:20]([C:24]1[O:28][N:27]=[C:26]([NH2:29])[CH:25]=1)([CH3:23])([CH3:22])[CH3:21]>>[C:20]([C:24]1[O:28][N:27]=[C:26]([NH:29][C:17]([C:15]2[CH:16]=[C:11]([C:5]3[CH:4]=[C:3]([CH2:1][CH3:2])[C:8](=[O:9])[NH:7][C:6]=3[CH3:10])[CH:12]=[N:13][CH:14]=2)=[O:19])[CH:25]=1)([CH3:23])([CH3:22])[CH3:21]. Procedure details: Method 1, Example 205 is substantially repeated except for utilizing 5′-ethyl-2′-methyl-6′-oxo-1′,6′-dihydro-[3,3′]bipyridinyl-5-carboxylic acid and (5-tert-butyl-isoxazol-3-yl)-amine to afford the title compound. MS: m/e=381 (M+H). Reactants: [N+](=O)([O-])C1=CC=C(C=C1)OC1=CC=C(C=C1)[N+](=O)[O-] (p-Nitrophenyl ether), C(C1=CC=CC=C1)OC(=O)N1[C@H](C(=O)O)CCC1 (benzyloxycarbonylproline), N[C@@H](CCCNC(N)=N)C(=O)O (arginine). The product is C(C1=CC=CC=C1)OC(=O)N1[C@H](C(=O)N[C@@H](CCCNC(N)=N)C(=O)O)CCC1 (benzyloxycarbonyl-prolyl-arginine). Reaction SMILES: [N+](C1C=CC(OC2C=CC([N+]([O-])=O)=CC=2)=CC=1)([O-])=O.[CH2:20]([O:27][C:28]([N:30]1[CH2:37][CH2:36][CH2:35][C@H:31]1[C:32]([OH:34])=O)=[O:29])[C:21]1[CH:26]=[CH:25][CH:24]=[CH:23][CH:22]=1.[NH2:38][C@H:39]([C:47]([OH:49])=[O:48])[CH2:40][CH2:41][CH2:42][NH:43][C:44](=[NH:46])[NH2:45]>>[CH2:20]([O:27][C:28]([N:30]1[CH2:37][CH2:36][CH2:35][C@H:31]1[C:32]([NH:38][C@H:39]([C:47]([OH:49])=[O:48])[CH2:40][CH2:41][CH2:42][NH:43][C:44](=[NH:45])[NH2:46])=[O:34])=[O:29])[C:21]1[CH:22]=[CH:23][CH:24]=[CH:25][CH:26]=1. Procedure details: p-Nitrophenyl ether of benzyloxycarbonylproline is reacted with arginine to give benzyloxycarbonyl-prolyl-arginine. The reactants are CC1=[N+](C=CC(=C1)C)[O-] (2,4-dimethylpyridine N-oxide), FC(C(=O)OC(C(F)(F)F)=O)(F)F (trifluoroacetic anhydride). Run in ClCCl (dichloromethane). Reaction conditions: time 8 hour. The product is OCC1=NC=CC(=C1)C (2-hydroxymethyl-4-methylpyridine). As a reaction SMILES: [CH3:1][C:2]1[CH:7]=[C:6]([CH3:8])[CH:5]=[CH:4][N+:3]=1[O-].FC(F)(F)C(OC(=O)C(F)(F)F)=[O:13]>ClCCl>[OH:13][CH2:1][C:2]1[CH:7]=[C:6]([CH3:8])[CH:5]=[CH:4][N:3]=1. Reported procedure: A mixture of 2,4-dimethylpyridine N-oxide (10.9 g, 88.5 mmol) and trifluoroacetic anhydride (31 mL, 219 mmol) in dichloromethane (75 mL) was stirred at room temp. overnight. The product mixture was concentrated under vacuum. The residue was dissolved in a mixture of dichloromethane (75 mL) and aqueous sodium carbonate (225 mL, 2M), and stirred vigorously for 4 h. The resultant mixture was diluted with dichloromethane. The organic extract was washed with brine, dried over anhydrous sodium sulfate...